Task: describe an organic reaction: reactants, conditions, products, and yield. Dataset: the Open Reaction Database (ORD), a public repository of structured organic reaction records The reactants are FC(C=1C=C(OC2CNC2)C=CC1)(F)F (3-[3-(trifluoromethyl)phenoxy]azetidine), C1(=CC=CC=C1)CC1=CC=CC=C1 (diphenylmethane), C(C=C)N=C=O (2-propenyl isocyanate). Run in C(C)(C)OC(C)C (isopropyl ether). Reaction conditions: time 1 hour. Yields the product C(C=C)NC(=O)N1CC(C1)OC1=CC(=CC=C1)C(F)(F)F (N-(2-Propenyl)-3-[3-(trifluoromethyl)phenoxy]-1-azetidinecarboxamide). The yield is 63.3%. Reaction SMILES: [F:1][C:2]([F:15])([F:14])[C:3]1[CH:4]=[C:5]([CH:11]=[CH:12][CH:13]=1)[O:6][CH:7]1[CH2:10][NH:9][CH2:8]1.C1(CC2C=CC=CC=2)C=CC=CC=1.[CH2:29]([N:32]=[C:33]=[O:34])[CH:30]=[CH2:31]>C(OC(C)C)(C)C>[CH2:29]([NH:32][C:33]([N:9]1[CH2:10][CH:7]([O:6][C:5]2[CH:11]=[CH:12][CH:13]=[C:3]([C:2]([F:1])([F:14])[F:15])[CH:4]=2)[CH2:8]1)=[O:34])[CH:30]=[CH2:31]. Reported procedure: A solution of 18.9 g (0.05 mole) of crude 3-[3-(trifluoromethyl)phenoxy]azetidine (contains an equal molar amount of diphenylmethane) in 100 ml of isopropyl ether was stirred under nitrogen while 4.16 g (0.05 mole) of 2-propenyl isocyanate was slowly added. The reaction mixture which was somewhat turbid, cleared and after 1 hr a fine crystalline precipitate began to form. After stirring for 18 hrs, the product was removed by filtration, washed with fresh isopropyl ether and air dried to yield 9.... Starting materials: BrC=1N=C(C(N(C1)C)=O)NC1=CC=C(C=C1)[C@H]1N(CCN(C1=O)C)C ((R)-5-bromo-3-(4-(1,4-dimethyl-3-oxopiperazin-2-yl)phenylamino)-1-methylpyrazin-2(1H)-one), C(C)(=O)OCC=1C(=NC=CC1B1OC(C(O1)(C)C)(C)C)N1C(C=2N(C=3CCCCC3C2)CC1)=O ((2-(1-Oxo-3,4,6,7,8,9-hexahydropyrazino[1,2-a]indol-2(1H)-yl)-4-(4,4,5,5-tetramethyl-1,3,2-dioxaborolan-2-yl)pyridin-3-yl)methyl acetate), Pd (dppf)Cl2, CC(=O)[O-].[Na+] (NaOAc), [O-]P(=O)([O-])[O-].[K+].[K+].[K+] (K3PO4). The solvent is C(C)#N (acetonitrile). Reaction conditions: temperature 110 celsius. Product: C(C)(=O)OCC=1C(=NC=CC1C=1N=C(C(N(C1)C)=O)NC1=CC=C(C=C1)[C@H]1N(CCN(C1=O)C)C)N1C(C=2N(C=3CCCCC3C2)CC1)=O ((R)-(4-(6-(4-(1,4-dimethyl-3-oxopiperazin-2-yl)phenylamino)-4-methyl-5-oxo-4,5-dihydropyrazin-2-yl)-2-(1-oxo-3,4,6,7,8,9-hexahydropyrazino[1,2-a]indol-2(1H)-yl)pyridin-3-yl)methyl acetate). As a reaction SMILES: Br[C:2]1[N:3]=[C:4]([NH:10][C:11]2[CH:16]=[CH:15][C:14]([C@@H:17]3[C:22](=[O:23])[N:21]([CH3:24])[CH2:20][CH2:19][N:18]3[CH3:25])=[CH:13][CH:12]=2)[C:5](=[O:9])[N:6]([CH3:8])[CH:7]=1.[C:26]([O:29][CH2:30][C:31]1[C:32]([N:46]2[CH2:58][CH2:57][N:49]3[C:50]4[CH2:51][CH2:52][CH2:53][CH2:54][C:55]=4[CH:56]=[C:48]3[C:47]2=[O:59])=[N:33][CH:34]=[CH:35][C:36]=1B1OC(C)(C)C(C)(C)O1)(=[O:28])[CH3:27].CC([O-])=O.[Na+].[O-]P([O-])([O-])=O.[K+].[K+].[K+]>C(#N)C>[C:26]([O:29][CH2:30][C:31]1[C:32]([N:46]2[CH2:58][CH2:57][N:49]3[C:50]4[CH2:51][CH2:52][CH2:53][CH2:54][C:55]=4[CH:56]=[C:48]3[C:47]2=[O:59])=[N:33][CH:34]=[CH:35][C:36]=1[C:2]1[N:3]=[C:4]([NH:10][C:11]2[CH:16]=[CH:15][C:14]([C@@H:17]3[C:22](=[O:23])[N:21]([CH3:24])[CH2:20][CH2:19][N:18]3[CH3:25])=[CH:13][CH:12]=2)[C:5](=[O:9])[N:6]([CH3:8])[CH:7]=1)(=[O:28])[CH3:27] |f:2.3,4.5.6.7|. Procedure details: A sealed tube equipped with a magnetic stirrer was charged with 114a (228 mg, 0.56 mmol), 3-(acetoxymethyl)-2-(1-oxo-3,4,6,7,8,9-hexahydropyrazino[1,2-a]indol-2(1H)-yl)pyridin-4-ylboronic acid 113i (215 mg, 0.56 mmol), Pd (dppf)Cl2 (47 mg, 0.056 mmol), 1.0 M NaOAc (93 mg, 1.12 mmol, 2.0 equiv), 1.0 M K3PO4 (240 mg, 1.12 mmol, 2.0 equiv), and acetonitrile (3 mL). After three cycles of vacuum/argon flush, the mixture was heated at 110° C. for 2 h. It was then filtered and the filtrate was evaporat... Starting materials: CCC(CC)ONCC(O)C(Cc1ccccc1)NC(=O)OC1COC2OCCC12, O=S(=O)(Cl)c1ccc(OCc2ccccc2)cc1, CN(C)c1ccccn1, C1CCOC1. Product: CCC(CC)ON(CC(O)C(Cc1ccccc1)NC(=O)OC1COC2OCCC12)S(=O)(=O)c1ccc(OCc2ccccc2)cc1. RXN SMILES: [CH2:1]([c:2]1[cH:3][cH:4][cH:5][cH:6][cH:7]1)[CH:8]([CH:9]([CH2:10][NH:11][O:12][CH:13]([CH2:14][CH3:15])[CH2:16][CH3:17])[OH:18])[NH:19][C:20]([O:21][CH:22]1[CH2:23][O:24][CH:25]2[O:26][CH2:27][CH2:28][CH:29]12)=[O:30].[CH2:31]([c:32]1[cH:33][cH:34][cH:35][cH:36][cH:37]1)[O:38][c:39]1[cH:40][cH:41][c:42]([S:45](=[O:46])(=[O:47])[Cl:48])[cH:43][cH:44]1.[CH3:49][N:50]([c:51]1[cH:52][cH:53][cH:54][cH:55][n:56]1)[CH3:57].[O:58]1[CH2:59][CH2:60][CH2:61][CH2:62]1>>[CH2:1]([c:2]1[cH:3][cH:4][cH:5][cH:6][cH:7]1)[CH:8]([CH:9]([CH2:10][N:11]([O:12][CH:13]([CH2:14][CH3:15])[CH2:16][CH3:17])[S:45]([c:42]1[cH:41][cH:40][c:39]([O:38][CH2:31][c:32]2[cH:33][cH:34][cH:35][cH:36][cH:37]2)[cH:44][cH:43]1)(=[O:46])=[O:47])[OH:18])[NH:19][C:20]([O:21][CH:22]1[CH2:23][O:24][CH:25]2[O:26][CH2:27][CH2:28][CH:29]12)=[O:30]. Starting materials: COC1=CC=C(CN(S(=O)(=O)C=2C=CC3=C(OCC(N3)=O)C2)C2=NC=NS2)C=C1 (N-(4-methoxybenzyl)-3-oxo-N-(1,2,4-thiadiazol-5-yl)-3,4-dihydro-2H-benzo[b][1,4]oxazine-7-sulfonamide), COC1=CC=C(CN(S(=O)(=O)C=2C=CC3=C(OCC(N3)=O)C2)C2=NC=NS2)C=C1 (N-(4-methoxybenzyl)-3-oxo-N-(1,2,4-thiadiazol-5-yl)-3,4-dihydro-2H-benzo[b][1,4]oxazine-7-sulfonamide). Solvent: C1CCOC1 (THF), O1CCCC1 (tetrahydrofuran). Run at time 8 hour. The product is INTERMEDIATE L, COC1=CC=C(CN(S(=O)(=O)C=2C=CC3=C(OCCN3)C2)C2=NC=NS2)C=C1 (N-(4-methoxybenzyl)-N-(1,2,4-thiadiazol-5-yl)-3,4-dihydro-2H-benzo[b][1,4]oxazine-7-sulfonamide). The yield is 84.5%. RXN SMILES: [CH3:1][O:2][C:3]1[CH:29]=[CH:28][C:6]([CH2:7][N:8]([C:23]2[S:27][N:26]=[CH:25][N:24]=2)[S:9]([C:12]2[CH:13]=[CH:14][C:15]3[NH:20][C:19](=O)[CH2:18][O:17][C:16]=3[CH:22]=2)(=[O:11])=[O:10])=[CH:5][CH:4]=1>C1COCC1>[CH3:1][O:2][C:3]1[CH:4]=[CH:5][C:6]([CH2:7][N:8]([C:23]2[S:27][N:26]=[CH:25][N:24]=2)[S:9]([C:12]2[CH:13]=[CH:14][C:15]3[NH:20][CH2:19][CH2:18][O:17][C:16]=3[CH:22]=2)(=[O:11])=[O:10])=[CH:28][CH:29]=1. Reported procedure: A solution of borane tetrahydrofuran complex, 1.0 M in tetrahydrofuran (4.76 mL, 4.76 mmol) was added dropwise to a mixture of N-(4-methoxybenzyl)-3-oxo-N-(1,2,4-thiadiazol-5-yl)-3,4-dihydro-2H-benzo[b][1,4]oxazine-7-sulfonamide (INTERMEDIATE K, 1.372 g, 3.17 mmol) in THF (15.86 mL) to form a heterogeneous mixture at 0° C. Gas evolution was observed upon addition, as well as gradual solubilization. After the addition, the reaction was warmed to RT for 5 h. The reaction was then quenched with MeO... The reactants are ClC1=CC(=C(C=C1)N1CCNCC1)OC (1-(4-chloro-2-methoxyphenyl)piperazine), ClCCCN1C(NC(C(=C1)C)=O)=O (1-(3-chloropropyl)-5-methyl-2,4(1H,3H)-pyrimidinedione). Yields the product Cl.ClC1=CC(=C(C=C1)N1CCN(CC1)CCCN1C(NC(C(=C1)C)=O)=O)OC (1-{3-[4-(4-chloro-2-methoxyphenyl)piperazin-1-yl]propyl}-5-methyl-2,4(1H,3H)-pyrimidinedione hydrochloride). Reaction SMILES: [Cl:1][C:2]1[CH:7]=[CH:6][C:5]([N:8]2[CH2:13][CH2:12][NH:11][CH2:10][CH2:9]2)=[C:4]([O:14][CH3:15])[CH:3]=1.Cl[CH2:17][CH2:18][CH2:19][N:20]1[CH:25]=[C:24]([CH3:26])[C:23](=[O:27])[NH:22][C:21]1=[O:28]>>[ClH:1].[Cl:1][C:2]1[CH:7]=[CH:6][C:5]([N:8]2[CH2:9][CH2:10][N:11]([CH2:17][CH2:18][CH2:19][N:20]3[CH:25]=[C:24]([CH3:26])[C:23](=[O:27])[NH:22][C:21]3=[O:28])[CH2:12][CH2:13]2)=[C:4]([O:14][CH3:15])[CH:3]=1 |f:2.3|. Procedure details: substituting 1-(4-chloro-2-methoxyphenyl)piperazine and 1-(3-chloropropyl)-5-methyl-2,4(1H,3H)-pyrimidinedione gave 1-{3-[4-(4-chloro-2-methoxyphenyl)piperazin-1-yl]propyl}-5-methyl-2,4(1H,3H)-pyrimidinedione hydrochloride, m.p. 154°-155° C.; Anal.: Calcd. for C19H25ClN4O3.(HCl)2 : C, 44.05; H, 6.37; N, 10.81%; Found: C, 44.26; H, 6.08; N, 10.46%; Reactants: CC(=O)C=1C=CC(=CC1)O (4-hydroxyacetophenone), N(=O)[O-].[Na+] (NaNO2), N(=O)[O-].[Na+] (NaNO2), Cl (HCl), O (water). Run at temperature 55 celsius. Yields the product OC(C(=O)C1=CC=CC=C1)=O (HPGO). Isolated yield 83.3%. As a reaction SMILES: [CH3:1][C:2]([C:4]1[CH:5]=[CH:6][C:7](O)=[CH:8][CH:9]=1)=[O:3].Cl.N([O-])=[O:13].[Na+].[OH2:16]>>[OH:16][C:1](=[O:13])[C:2]([C:4]1[CH:5]=[CH:6][CH:7]=[CH:8][CH:9]=1)=[O:3] |f:2.3|. Reported procedure: A two liter five-neck round-bottom flask is charged with 4-hydroxyacetophenone (4-HAP) (100 g, 0.74 mol) followed by the addition of 286 g water and 31% of aqueous HCl (383.3 g, 3.31 mole). The reaction mixture is stirred and heated to 55° C. Aqueous solution of 42% NaNO2 (286 g, 1.62 mol) is added to the generator at a rate of 2.9 grams per minute (100 minute addition). The temperature is maintained at 55° C. After NaNO2 addition is complete, the reaction is continued for another thirty minutes... Starting materials: C, CN(C1c2cc(OCc3ccccc3)ccc2OC(C)(C)C1O)S(C)(=O)=O, C1CCOC1, CO, [H][H], [Pd]. Yields the product CN(C1c2cc(O)ccc2OC(C)(C)C1O)S(C)(=O)=O. RXN SMILES: [C:37].[CH2:1]([c:2]1[cH:3][cH:4][cH:5][cH:6][cH:7]1)[O:8][c:9]1[cH:10][c:11]2[c:16]([cH:17][cH:18]1)[O:15][C:14]([CH3:19])([CH3:20])[CH:13]([OH:21])[CH:12]2[N:22]([S:23](=[O:24])(=[O:25])[CH3:26])[CH3:27].[CH2:30]1[O:31][CH2:32][CH2:33][CH2:34]1.[CH3:35][OH:36].[H:28][H:29].[Pd:38]>>[OH:8][c:9]1[cH:10][c:11]2[c:16]([cH:17][cH:18]1)[O:15][C:14]([CH3:19])([CH3:20])[CH:13]([OH:21])[CH:12]2[N:22]([S:23](=[O:24])(=[O:25])[CH3:26])[CH3:27]. Procedure details: The mixture from Example 10 (250 mg) and bis[4-(3-aminophenoxy)phenyl]sulfone (p-BAPS) (12.5 mg) were placed in an aluminum pan treated with a high temperature mold release. The mixture was heated at 350° C. with stirring and held at that temperature until the mixture became too viscous to stir easily. A glass pipette was inserted into the mixture and pulled out resulting in the formation of fibers. The fibers were heat treated at 200° C. for 2 hr, 250° C. for 12 hr in air and 300° C. for 4 hr, ... RXN SMILES: [CH-:1]=[O:2].[CH-]=O.[C-]#[O+].[C-]#[O+].[C-]#[O+].[C-]#[O+].[C-]#[O+].[C-]#[O+].[Co:17].[Co+2].[C:19](#[N:28])[C:20]1[C:21](=[CH:24][CH:25]=[CH:26][CH:27]=1)[C:22]#[N:23].[NH2:29][C:30]1[CH:31]=[C:32]([CH:57]=[CH:58][CH:59]=1)[O:33][C:34]1[CH:39]=[CH:38][C:37]([S:40]([C:43]2[CH:48]=[CH:47][C:46]([O:49][C:50]3[CH:55]=[CH:54][CH:53]=[C:52]([NH2:56])[CH:51]=3)=[CH:45][CH:44]=2)(=[O:42])=[O:41])=[CH:36][CH:35]=1.[Al]>>[CH-:32]=[O:33].[CH-:1]=[O:2].[C-:32]#[O+:33].[C-:32]#[O+:33].[C-:32]#[O+:33].[C-:32]#[O+:33].[C-:32]#[O+:33].[C-:32]#[O+:33].[Co:17].[Co+2:17].[C:19](#[N:28])[C:20]1[C:21](=[CH:24][CH:25]=[CH:26][CH:27]=1)[C:22]#[N:23].[NH2:56][C:52]1[CH:51]=[C:50]([CH:55]=[CH:54][CH:53]=1)[O:49][C:46]1[CH:47]=[CH:48][C:43]([S:40]([C:37]2[CH:36]=[CH:35][C:34]([O:33][C:32]3[CH:57]=[CH:58][CH:59]=[C:30]([NH2:29])[CH:31]=3)=[CH:39][CH:38]=2)(=[O:41])=[O:42])=[CH:44][CH:45]=1 |f:0.1.2.3.4.5.6.7.8.9.10,13.14.15.16.17.18.19.20.21.22.23.24|. Reactants: [CH-]=O.[CH-]=O.[C-]#[O+].[C-]#[O+].[C-]#[O+].[C-]#[O+].[C-]#[O+].[C-]#[O+].[Co].[Co+2].C(C=1C(C#N)=CC=CC1)#N (Octacarbonyldicobalt Phthalonitrile), NC=1C=C(OC2=CC=C(C=C2)S(=O)(=O)C2=CC=C(C=C2)OC2=CC(=CC=C2)N)C=CC1 (bis[4-(3-aminophenoxy)phenyl]sulfone), [Al] (aluminum). Yields the product [CH-]=O.[CH-]=O.[C-]#[O+].[C-]#[O+].[C-]#[O+].[C-]#[O+].[C-]#[O+].[C-]#[O+].[Co].[Co+2].C(C=1C(C#N)=CC=CC1)#N.NC=1C=C(OC2=CC=C(C=C2)S(=O)(=O)C2=CC=C(C=C2)OC2=CC(=CC=C2)N)C=CC1 (octacarbonyldicobalt phthalonitrile bis[4-(3-aminophenoxy)phenyl]sulfone). Run at temperature 350 celsius. Starting materials: FC1=C(C(=CC=C1)F)S(=O)(=O)NC=1C(=C(C=CC1)C=1N=C(SC1C1=NC(=NC=C1)C)C1CCN(CC1)C(=O)OC(C)(C)C)F (1,1-dimethylethyl 4-[4-(3-{[(2,6-difluorophenyl)sulfonyl]amino}-2-fluorophenyl)-5-(2-methyl-4-pyrimidinyl)-1,3-thiazol-2-yl]-1-piperidinecarboxylate), C(=O)(C(F)(F)F)O (TFA). Run in ClCCl (dichloromethane). Conditions: time 1 hour. Product: FC1=C(C(=CC=C1)F)S(=O)(=O)NC1=C(C(=CC=C1)C=1N=C(SC1C1=NC(=NC=C1)C)C1CCNCC1)F (2,6-difluoro-N-{2-fluoro-3-[5-(2-methyl-4-pyrimidinyl)-2-(4-piperidinyl)-1,3-thiazol-4-yl]phenyl}benzenesulfonamide). The yield is 63.1%. As a reaction SMILES: [F:1][C:2]1[CH:7]=[CH:6][CH:5]=[C:4]([F:8])[C:3]=1[S:9]([NH:12][C:13]1[C:14]([F:44])=[C:15]([C:19]2[N:20]=[C:21]([CH:31]3[CH2:36][CH2:35][N:34](C(OC(C)(C)C)=O)[CH2:33][CH2:32]3)[S:22][C:23]=2[C:24]2[CH:29]=[CH:28][N:27]=[C:26]([CH3:30])[N:25]=2)[CH:16]=[CH:17][CH:18]=1)(=[O:11])=[O:10].C(O)(C(F)(F)F)=O>ClCCl>[F:1][C:2]1[CH:7]=[CH:6][CH:5]=[C:4]([F:8])[C:3]=1[S:9]([NH:12][C:13]1[CH:18]=[CH:17][CH:16]=[C:15]([C:19]2[N:20]=[C:21]([CH:31]3[CH2:36][CH2:35][NH:34][CH2:33][CH2:32]3)[S:22][C:23]=2[C:24]2[CH:29]=[CH:28][N:27]=[C:26]([CH3:30])[N:25]=2)[C:14]=1[F:44])(=[O:10])=[O:11]. Reported procedure: To a solution of 1,1-dimethylethyl 4-[4-(3-{[(2,6-difluorophenyl)sulfonyl]amino}-2-fluorophenyl)-5-(2-methyl-4-pyrimidinyl)-1,3-thiazol-2-yl]-1-piperidinecarboxylate (60 mg, 0.093 mmol) in dichloromethane (DCM) (2 mL) was added TFA (0.5 μL, 6.49 μmol), and the reaction mixture was stirred for 1 h. The reaction mixture was concentrated and the residue was purified using RP-HPLC. The TFA salt was neutralized to give 32 mg of title compound. MS (ESI): 546.1 [M+1]+.